describe an organic reaction: reactants, conditions, products, and yield From a dataset of the Open Reaction Database (ORD), a public repository of structured organic reaction records. The reactants are ClC(C)Cl (dichloroethane), resultant suspension, COC=1C=C(C=CC1OC)C (3,4-dimethoxytoluene), ClC(Cl)OC (dichloromethylmethyl ether), Cl[Sn](Cl)(Cl)Cl (SnCl4), Cl (HCl). Run in ClCCl (dichloromethane). Run at time 8 hour. Yields the product COC1=CC(=C(C=O)C=C1OC)C (4,5-dimethoxy-2-methylbenzaldehyde). RXN SMILES: [CH3:1][O:2][C:3]1[CH:4]=[C:5]([CH3:11])C=[CH:7][C:8]=1[O:9][CH3:10].ClC([O:15]C)Cl.Cl[Sn](Cl)(Cl)Cl.Cl[CH:23](Cl)[CH3:24].Cl>ClCCl>[CH3:10][O:9][C:8]1[C:3]([O:2][CH3:1])=[CH:4][C:5]([CH:11]=[O:15])=[C:23]([CH3:24])[CH:7]=1. Procedure: To a solution of 3,4-dimethoxytoluene (15 g) and dichloromethylmethyl ether (34.5 g) in dichloromethane (200 ml), at 0° C., was added SnCl4 (100 ml) and, subsequently, further dichloroethane (200 ml). The resultant suspension was stirred at 0° C. for 20 minutes and then stirred overnight at ambient temperature before being poured into 3N HCl (500 ml) at 0° C. Extraction into dichloromethane, drying of the organic phase and evaporation gave 4,5-dimethoxy-2-methylbenzaldehyde (15.2 g); NMR (CDCl3)... The product is CCOC(=O)Cc1ccc(OC)c(-c2ccc(C(F)(F)F)cc2CN(CC)C(C)=O)c1. RXN SMILES: [CH2:45]1[O:46][CH2:47][CH2:48][CH2:49]1.[CH3:1][O:2][C:3]([CH2:4][c:5]1[cH:6][c:7](-[c:13]2[c:14]([CH2:23][N:24]([CH2:25][CH3:26])[C:27]([CH3:28])=[O:29])[cH:15][c:16]([C:19]([F:20])([F:21])[F:22])[cH:17][cH:18]2)[c:8]([O:11][CH3:12])[cH:9][cH:10]1)=[O:30].[CH3:43][OH:44].[ClH:33].[Na+:32].[Na+:42].[O-:38][C:39]([OH:40])=[O:41].[OH-:31].[S:34]([Cl:35])([Cl:36])=[O:37]>>[CH2:1]([O:2][C:3]([CH2:4][c:5]1[cH:6][c:7](-[c:13]2[c:14]([CH2:23][N:24]([CH2:25][CH3:26])[C:27]([CH3:28])=[O:29])[cH:15][c:16]([C:19]([F:20])([F:21])[F:22])[cH:17][cH:18]2)[c:8]([O:11][CH3:12])[cH:9][cH:10]1)=[O:30])[CH3:39]. Reactants: C1CCOC1, CCN(Cc1cc(C(F)(F)F)ccc1-c1cc(CC(=O)OC)ccc1OC)C(C)=O, CO, Cl, [Na+], [Na+], O=C([O-])O, [OH-], O=S(Cl)Cl. Reactants: C(C)(C)(C)C1=NC(=CC(=N1)N1CCN(CC1)C/C=C(/CN1C(CCC2=CC=CC=C12)=O)\C)C(F)(F)F (1-((2E)-4-{4-[2-tert-butyl-6-(trifluoro-methyl)pyrimidin-4-yl]piperazin-1-yl}-2-methylbut-2-enyl)-3,4-dihydroquinolin-2(1H)-one). Reagents/catalysts: [Pd] (Pd/C). The solvent is CO (methanol). Conditions: time 12 hour. The product is C(C)(C)(C)C1=NC(=CC(=N1)N1CCN(CC1)CCC(CN1C(CCC2=CC=CC=C12)=O)C)C(F)(F)F (1-(4-{4-[2-tert-Butyl-6-(trifluoromethyl)pyrimidin-4-yl]piperazin-1-yl}-2-methylbutyl)-3,4-dihydroquinolin-2(1H)-one). Isolated yield 27.6%. As a reaction SMILES: [C:1]([C:5]1[N:10]=[C:9]([N:11]2[CH2:16][CH2:15][N:14]([CH2:17]/[CH:18]=[C:19](\[CH3:32])/[CH2:20][N:21]3[C:30]4[C:25](=[CH:26][CH:27]=[CH:28][CH:29]=4)[CH2:24][CH2:23][C:22]3=[O:31])[CH2:13][CH2:12]2)[CH:8]=[C:7]([C:33]([F:36])([F:35])[F:34])[N:6]=1)([CH3:4])([CH3:3])[CH3:2]>CO.[Pd]>[C:1]([C:5]1[N:10]=[C:9]([N:11]2[CH2:12][CH2:13][N:14]([CH2:17][CH2:18][CH:19]([CH3:32])[CH2:20][N:21]3[C:30]4[C:25](=[CH:26][CH:27]=[CH:28][CH:29]=4)[CH2:24][CH2:23][C:22]3=[O:31])[CH2:15][CH2:16]2)[CH:8]=[C:7]([C:33]([F:35])([F:36])[F:34])[N:6]=1)([CH3:2])([CH3:3])[CH3:4]. Procedure: Pd/C (10%, 10.0 mg) was added to a solution of 1-((2E)-4-{4-[2-tert-butyl-6-(trifluoro-methyl)pyrimidin-4-yl]piperazin-1-yl}-2-methylbut-2-enyl)-3,4-dihydroquinolin-2(1H)-one (0.08 mmol, 49.99 mg) from example 12 in methanol (10 ml), and hydrogenation was then carried out at room temperature for 12 hours. 11.10 mg of the title compound were obtained. Reactants: COC(C(C(COC)=O)Br)=O (2-bromo-4-methoxy-3-oxo-butyric acid methyl ester), NC(=S)N (thiourea). The solvent is C(C)O (ethanol). Run at time 30 minute. Yields the product COC(=O)C1=C(N=C(S1)N)COC (2-amino-4-methoxymethylthiazole-5-carboxylic acid methyl ester). Yield: 54.0%. Reaction SMILES: [CH3:1][O:2][C:3](=[O:11])[CH:4](Br)[C:5](=O)[CH2:6][O:7][CH3:8].[NH2:12][C:13]([NH2:15])=[S:14]>C(O)C>[CH3:1][O:2][C:3]([C:4]1[S:14][C:13]([NH2:15])=[N:12][C:5]=1[CH2:6][O:7][CH3:8])=[O:11]. Reported procedure: A solution of the crude product (about 30 mmol) obtained in Step 1 and thiourea (2.28 g) in ethanol (60 ml) was heated under reflux overnight. After cooling to room temperature, the reaction mixture was partitioned by adding ethyl acetate and water. The organic layer was washed successively with water and saturated brine, dried over anhydrous magnesium sulfate, filtrated, and concentrated under reduced pressure. Then, suitable amounts of isopropanol, chloroform, ethyl acetate and diisopropyl eth... The product is COC(=O)C(Cc1cc(Cl)c(N)c(C)c1COC(C)=O)OC(=O)c1ccccc1. RXN SMILES: [C:1]([c:2]1[cH:3][cH:4][cH:5][cH:6][cH:7]1)(=[O:8])[O:9][CH:10]([C:11](=[O:12])[O:13][CH3:14])[CH2:15][c:16]1[c:17]([CH2:24][O:25][C:26]([CH3:27])=[O:28])[c:18]([CH3:23])[c:19]([NH2:22])[cH:20][cH:21]1.[CH3:29][C:30]#[N:31].[Cl:32][N:33]1[C:34](=[O:35])[CH2:36][CH2:37][C:38]1=[O:39]>>[C:1]([c:2]1[cH:3][cH:4][cH:5][cH:6][cH:7]1)(=[O:8])[O:9][CH:10]([C:11](=[O:12])[O:13][CH3:14])[CH2:15][c:16]1[c:17]([CH2:24][O:25][C:26]([CH3:27])=[O:28])[c:18]([CH3:23])[c:19]([NH2:22])[c:20]([Cl:32])[cH:21]1. Starting materials: COC(=O)C(Cc1ccc(N)c(C)c1COC(C)=O)OC(=O)c1ccccc1, CC#N, O=C1CCC(=O)N1Cl. The reactants are Cl.NC/C=C(\COC1=CC=C(C(=O)OC)C=C1)/F ((E)-Methyl 4-(4-amino-2-fluorobut-2-enyloxy)benzoate hydrochloride). Solvent: Cl (HCl). The product is Cl.[NH3+]C/C=C(\COC1=CC=C(C(=O)[O-])C=C1)/F ((E)-4-(4-Ammonio-2-fluorobut-2-enyloxy)benzoate hydrochloride). Isolated yield 84.9%. Reaction SMILES: [ClH:1].[NH2:2][CH2:3]/[CH:4]=[C:5](/[F:18])\[CH2:6][O:7][C:8]1[CH:17]=[CH:16][C:11]([C:12]([O:14]C)=[O:13])=[CH:10][CH:9]=1>Cl>[ClH:1].[NH3+:2][CH2:3]/[CH:4]=[C:5](/[F:18])\[CH2:6][O:7][C:8]1[CH:17]=[CH:16][C:11]([C:12]([O-:14])=[O:13])=[CH:10][CH:9]=1 |f:0.1,3.4|. Procedure details: A stirred solution of (E)-Methyl 4-(4-amino-2-fluorobut-2-enyloxy)benzoate hydrochloride (0.050 g, 0.18 mmol) in ethereal HCl solution (1 M; 3 mL) was stirred at reflux for 20 hours. The reaction mixture was allowed to cool to RT and the volatiles were removed under reduced pressure to afford the title compound (0.040 g, 98%) as a fine white powder; m.p.=256-257° C.; 1H-NMR (200 MHz, D2O): δppm: 3.77 (2H, d, J 8.4 Hz), 4.91 (2H, d, J 18.8 Hz), 5.65 (1H, dt, J 18.6, 8.0 Hz), 7.08 (2H, d, J 8.4 Hz... Reactants: C(C)(C)(C)OC(=O)NC(C/C=C/C(=O)O)(C)C ((2E)-5-(tert-butyloxycarbonylamino)-5-methylhex-2-enoic acid), ON1N=NC2=C1N=CC=C2 (1-hydroxy-7-azabenzotriazole), Cl.C(C)N=C=NCCCN(C)C (1-ethyl-3-(3-dimethylaminopropyl)-carbodiimide hydrochloride). The solvent is C(Cl)Cl (methylene chloride). Reaction conditions: time 30 minute. The product is crude product, C(C)(C)N(CC)C(C)C (diisopropylethylamine). RXN SMILES: [C:1](OC(NC(C)(C)C/C=C/C(O)=O)=O)(C)([CH3:3])[CH3:2].ON1[C:23]2[N:24]=[CH:25][CH:26]=C[C:22]=2N=N1.Cl.[CH2:29](N=C=NCCCN(C)C)C>C(Cl)Cl>[CH:1]([N:24]([CH:23]([CH3:22])[CH3:29])[CH2:25][CH3:26])([CH3:3])[CH3:2] |f:2.3|. Reported procedure: Then (2E)-5-(tert-butyloxycarbonylamino)-5-methylhex-2-enoic acid (0.12 g, 0.48 mmol) was dissolved in methylene chloride (5 ml) and a mixture of 1-hydroxy-7-azabenzotriazole (0.065 g, 0.48 mmol) and 1-ethyl-3-(3-dimethylaminopropyl)-carbodiimide hydrochloride (0.092 g, 0.48 mmol) was added and stirred for 30 min. Then a mixture of the obtained crude product (0.18 g, 0.40 mmol) and diisopropylethylamine (0.09 ml, 0.53 mmol) was added and the mixture was stirred overnight.